From a dataset of the Open Reaction Database (ORD), a public repository of structured organic reaction records. describe an organic reaction: reactants, conditions, products, and yield The reactants are ClC=1NC2=C(N1)C=C(C(=C2)C)C (2-chloro-5,6-dimethylbenzimidazole), FC(C=1C=C(C(C(=O)O)=CC1)N)(F)F (4-trifluoromethylanthranilic acid). Product: FC(C1=CC=C2C(N3C(=NC2=C1)NC1=C3C=C(C(=C1)C)C)=O)(F)F (3-Trifluoromethyl-8,9-dimethylbenzimidazo[2,1-b]quinazolin-12(6H)one). Reaction SMILES: Cl[C:2]1[NH:3][C:4]2[CH:10]=[C:9]([CH3:11])[C:8]([CH3:12])=[CH:7][C:5]=2[N:6]=1.[F:13][C:14]([F:26])([F:25])[C:15]1[CH:16]=[C:17]([NH2:24])[C:18](=[CH:22][CH:23]=1)[C:19](O)=[O:20]>>[F:13][C:14]([F:25])([F:26])[C:15]1[CH:16]=[C:17]2[C:18]([C:19](=[O:20])[N:6]3[C:5]4[CH:7]=[C:8]([CH3:12])[C:9]([CH3:11])=[CH:10][C:4]=4[NH:3][C:2]3=[N:24]2)=[CH:22][CH:23]=1. Procedure: 3-Trifluoromethyl-8,9-dimethylbenzimidazo[2,1-b]quinazolin-12(6H)one is prepared with 2-chloro-5,6-dimethylbenzimidazole and 4-trifluoromethylanthranilic acid. Starting materials: C1(=CC=CC2=CC=CC=C12)C(=O)N1CC(C(C1)CO)CN1CCC(CC1)C1=CC=C(C=C1)F (1-(1-naphthoyl)-3-(RS)-(4-(4-fluorophenyl)piperidinylmethyl)-4-(SR)-hydroxymethyl pyrrolidine), NaIO4, RuCl3, O (H2O), O (H2O). The solvent is C(Cl)(Cl)(Cl)Cl (CCl4), CC#N (CH3CN). The product is C1(=CC=CC2=CC=CC=C12)C(=O)N1CC(C(C1)C(=O)O)CN1CCC(CC1)C1=CC=C(C=C1)F (1-(1-Naphthoyl)-3-(RS)-(4-(4-fluorophenyl)piperidinylmethyl)-4-(SR)-carboxypyrrolidine). As a reaction SMILES: [C:1]1([C:11]([N:13]2[CH2:17][CH:16]([CH2:18][OH:19])[CH:15]([CH2:20][N:21]3[CH2:26][CH2:25][CH:24]([C:27]4[CH:32]=[CH:31][C:30]([F:33])=[CH:29][CH:28]=4)[CH2:23][CH2:22]3)[CH2:14]2)=[O:12])[C:10]2[C:5](=[CH:6][CH:7]=[CH:8][CH:9]=2)[CH:4]=[CH:3][CH:2]=1.[OH2:34]>C(Cl)(Cl)(Cl)Cl.CC#N>[C:1]1([C:11]([N:13]2[CH2:17][CH:16]([C:18]([OH:34])=[O:19])[CH:15]([CH2:20][N:21]3[CH2:26][CH2:25][CH:24]([C:27]4[CH:28]=[CH:29][C:30]([F:33])=[CH:31][CH:32]=4)[CH2:23][CH2:22]3)[CH2:14]2)=[O:12])[C:10]2[C:5](=[CH:6][CH:7]=[CH:8][CH:9]=2)[CH:4]=[CH:3][CH:2]=1. Procedure details: A mixture of 0.126 g (0.28 mmol) of 1-(1-naphthoyl)-3-(RS)-(4-(4-fluorophenyl)piperidinylmethyl)-4-(SR)-hydroxymethyl pyrrolidine, 0.18 g (0.85 mmol) of NaIO4, and 0.0029 g (0.014 mmol) of RuCl3.3 H2O in 2 mL of CCl4, 3 mL of H2O and 2 mL of CH3CN was stirred at rt for 1 h. The reaction mixture was partitioned between CH2Cl2 and H2O. The organic fraction was dried over Na2SO4, filtered and the filtrate was concentrated to give the title compound. 1H NMR (key peaks) (CDCl3) δ7.81-7.88 (m, 3H), 7.... Reactants: C(=O)(O)COC1=CC=CC2=C1CC(C=1C(=NC=CC1)O2)=CCCN2CCC(CC2)(O)C2=CC=C(C=C2)Cl (1-[3-(7-Carboxymethyloxy-5,11-dihydro[1]benzoxepino[2,3-b]pyridin-5-ylidene)propyl]-4-(4-chlorophenyl)piperidin-4-ol), C(=O)(O)C(C)(C)OC1=CC=CC2=C1CC(C=1C(=NC=CC1)O2)=CCCN2CCC(CC2)(O)C2=CC=C(C=C2)Cl (1-[3-(7-(1-Carboxy-1-methylethyl)oxy-5,11-dihydro[1]benzoxepino[2,3-b]pyridin-5-ylidene)propyl]-4-(4-chlorophenyl)piperidin-4-ol). The product is ClC1=CC=C(C=C1)C1(CCN(CC1)CCC=C1CC2=C(OC3=NC=CC=C31)C=CC=C2OC(C)(C)C(=O)N(C)C)O (4-(4-Chlorophenyl)-1-[3-(5,11-dihydro-7-(1-dimethyaminocarbonyl-1-methylethyl)oxy[1]benzoxepino[2,3-b]pyridin-5-ylidene)propyl]piperidin-4-ol). RXN SMILES: C(COC1C2CC(=CCCN3CCC(C4C=CC(Cl)=CC=4)(O)CC3)C3[C:15](OC=2C=CC=1)=[N:16][CH:17]=CC=3)(O)=O.[C:38]([C:41]([O:44][C:45]1[C:50]2[CH2:51][C:52](=[CH:60][CH2:61][CH2:62][N:63]3[CH2:68][CH2:67][C:66]([C:70]4[CH:75]=[CH:74][C:73]([Cl:76])=[CH:72][CH:71]=4)([OH:69])[CH2:65][CH2:64]3)[C:53]3[C:54]([O:59][C:49]=2[CH:48]=[CH:47][CH:46]=1)=[N:55][CH:56]=[CH:57][CH:58]=3)([CH3:43])[CH3:42])(O)=[O:39]>>[Cl:76][C:73]1[CH:74]=[CH:75][C:70]([C:66]2([OH:69])[CH2:67][CH2:68][N:63]([CH2:62][CH2:61][CH:60]=[C:52]3[C:53]4[C:54](=[N:55][CH:56]=[CH:57][CH:58]=4)[O:59][C:49]4[CH:48]=[CH:47][CH:46]=[C:45]([O:44][C:41]([C:38]([N:16]([CH3:17])[CH3:15])=[O:39])([CH3:43])[CH3:42])[C:50]=4[CH2:51]3)[CH2:64][CH2:65]2)=[CH:71][CH:72]=1. Reported procedure: The titled compound was prepared by following the procedure of example 134, but replacing the product of example 133 with the product of example 139. The reactants are ClC=1C(=NC=C(C(=O)O)C1)Cl (5,6-dichloronicotinic acid), Cl.N1CCC(CC1)N1C(OCC2=C1C=CC=C2)=O (1-piperidin-4-yl-1,4-dihydro-2H-3,1-benzoxazin-2-one hydrochloride). Product: ClC=1C=C(C=NC1N1CCC(CC1)N1C(OCC2=C1C=CC=C2)=O)C(=O)O (5-Chloro-6-[4-(2-oxo-2H-3,1-benzoxazin-1(4H)-yl)piperidin-1-yl]pyridine-3-carboxylic acid). Reaction SMILES: [Cl:1][C:2]1[C:3](Cl)=[N:4][CH:5]=[C:6]([CH:10]=1)[C:7]([OH:9])=[O:8].Cl.[NH:13]1[CH2:18][CH2:17][CH:16]([N:19]2[C:24]3[CH:25]=[CH:26][CH:27]=[CH:28][C:23]=3[CH2:22][O:21][C:20]2=[O:29])[CH2:15][CH2:14]1>>[Cl:1][C:2]1[CH:10]=[C:6]([C:7]([OH:9])=[O:8])[CH:5]=[N:4][C:3]=1[N:13]1[CH2:14][CH2:15][CH:16]([N:19]2[C:24]3[CH:25]=[CH:26][CH:27]=[CH:28][C:23]=3[CH2:22][O:21][C:20]2=[O:29])[CH2:17][CH2:18]1 |f:1.2|. Procedure details: The title compound was prepared from 5,6-dichloronicotinic acid (2.2 g) and 1-piperidin-4-yl-1,4-dihydro-2H-3,1-benzoxazin-2-one hydrochloride (3.0 g) using the method of example 115 step (ii). Yield 0.037 g